This data is from the Open Reaction Database (ORD), a public repository of structured organic reaction records. The task is: describe an organic reaction: reactants, conditions, products, and yield Reactants: C(C#C)O (propargyl alcohol), COCCO[AlH2-]OCCOC.[Na+] (Red-Al), C(C#CCCCCCCCCCCC)O (2-tetradecyn-1-ol). The solvent is CCOCC (ether), CCOCC (ether). Yields the product C(\C=C\CCCCCCCCCCC)O (trans-2-Tetradecen-1-ol), clear oil. RXN SMILES: C(O)C#C.[CH2:5]([OH:19])[C:6]#[C:7][CH2:8][CH2:9][CH2:10][CH2:11][CH2:12][CH2:13][CH2:14][CH2:15][CH2:16][CH2:17][CH3:18].COCCO[AlH2-]OCCOC.[Na+]>CCOCC>[CH2:5]([OH:19])/[CH:6]=[CH:7]/[CH2:8][CH2:9][CH2:10][CH2:11][CH2:12][CH2:13][CH2:14][CH2:15][CH2:16][CH2:17][CH3:18] |f:2.3|. Procedure details: trans-2-Tetradecen-1-ol was prepared by reduction of the propargyl alcohol by the method described by Jones and Denmark (Org. Syn., 1985, 64, 182-8) using 8.0 g (38 mmole) of 2-tetradecyn-1-ol in 30 ml of ether and 16 ml (55 mmole) of Red-Al in 40 ml of ether. Kugelrohr distillation afforded 7.67 g of clear oil. 1H NMR δ5.66 (m, 2), 4.08 (d, 2, J=5 Hz) 2.03 (dd, 2, J=6, 13 Hz), 1.60 (br, 1), 1.4-1.2 (m, 18), 0.88 (t, 3, J=7 HZ).